From a dataset of the Open Reaction Database (ORD), a public repository of structured organic reaction records. describe an organic reaction: reactants, conditions, products, and yield Starting materials: FC(S(=O)(=O)OC=1C([C@@H]2CC[C@]3([C@@]4(CC[C@@]5([C@@H]([C@H]4CC[C@@H]3[C@]2(CC1)C)[C@@H](CC5)C(=C)C)NCCN5CCC(CC5)S(=O)(=O)C)C)C)(C)C)(F)F ((1R,3aS,5aR,5bR,7aR,11aR,11bR,13aR,13bR)-5a,5b,8,8,11a-pentamethyl-3a-((2-(4-(methylsulfonyl)piperidin-1-yl)ethyl)amino)-1-(prop-1-en-2-yl)-2,3,3a,4,5,5a,5b,6,7,7a,8,11,11a,11b,12,13,13a,13b-octadecahydro-1H-cyclopenta[a]chrysen-9-yl trifluoromethanesulfonate), C(#N)C1(CC=C(CC1)B1OC(C(O1)(C)C)(C)C)C(=O)OC (methyl 1-cyano-4-(4,4,5,5-tetramethyl-1,3,2-dioxaborolan-2-yl)cyclohex-3-enecarboxylate). Product: C(#N)C1(CC=C(CC1)C=1C([C@@H]2CC[C@]3([C@@]4(CC[C@@]5([C@@H]([C@H]4CC[C@@H]3[C@]2(CC1)C)[C@@H](CC5)C(=C)C)NCCN5CCC(CC5)S(=O)(=O)C)C)C)(C)C)C(=O)OC (methyl 1-cyano-4-((1R,3aS,5aR,5bR,7aR,11aS,11bR,13aR,13bR)-5a,5b,8,8,11a-pentamethyl-3a-((2-(4-(methylsulfonyl)piperidin-1-yl)ethyl)amino)-1-(prop-1-en-2-yl)-2,3,3a,4,5,5a,5b,6,7,7a,8,11,11a,11b,12,13,13a,13b-octadecahydro-1H-cyclopenta[a]chrysen-9-yl)cyclohex-3-enecarboxylate). Yield: 61.0%. Reaction SMILES: FC(F)(F)S(O[C:7]1[C:8]([CH3:48])([CH3:47])[C@H:9]2[C@:22]([CH3:25])([CH2:23][CH:24]=1)[C@@H:21]1[C@:12]([CH3:46])([C@@:13]3([CH3:45])[C@H:18]([CH2:19][CH2:20]1)[C@H:17]1[C@H:26]([C:29]([CH3:31])=[CH2:30])[CH2:27][CH2:28][C@:16]1([NH:32][CH2:33][CH2:34][N:35]1[CH2:40][CH2:39][CH:38]([S:41]([CH3:44])(=[O:43])=[O:42])[CH2:37][CH2:36]1)[CH2:15][CH2:14]3)[CH2:11][CH2:10]2)(=O)=O.[C:51]([C:53]1([C:68]([O:70][CH3:71])=[O:69])[CH2:58][CH2:57][C:56](B2OC(C)(C)C(C)(C)O2)=[CH:55][CH2:54]1)#[N:52]>>[C:51]([C:53]1([C:68]([O:70][CH3:71])=[O:69])[CH2:58][CH2:57][C:56]([C:7]2[C:8]([CH3:47])([CH3:48])[C@H:9]3[C@:22]([CH3:25])([CH2:23][CH:24]=2)[C@@H:21]2[C@:12]([CH3:46])([C@@:13]4([CH3:45])[C@H:18]([CH2:19][CH2:20]2)[C@H:17]2[C@H:26]([C:29]([CH3:31])=[CH2:30])[CH2:27][CH2:28][C@:16]2([NH:32][CH2:33][CH2:34][N:35]2[CH2:40][CH2:39][CH:38]([S:41]([CH3:44])(=[O:43])=[O:42])[CH2:37][CH2:36]2)[CH2:15][CH2:14]4)[CH2:11][CH2:10]3)=[CH:55][CH2:54]1)#[N:52]. Procedure: The title compound was prepared following the procedure described in general procedure Step 5, using (1R,3aS,5aR,5bR,7aR,11aR,11bR,13aR,13bR)-5a,5b,8,8,11a-pentamethyl-3a-((2-(4-(methylsulfonyl)piperidin-1-yl)ethyl)amino)-1-(prop-1-en-2-yl)-2,3,3a,4,5,5a,5b,6,7,7a,8,11,11a,11b,12,13,13a,13b-octadecahydro-1H-cyclopenta[a]chrysen-9-yl trifluoromethanesulfonate and methyl 1-cyano-4-(4,4,5,5-tetramethyl-1,3,2-dioxaborolan-2-yl)cyclohex-3-enecarboxylate as reactants. The product was isolated as a mix... Product: COc1ccc(C=Nc2cc(F)cc3[nH]c(=O)ccc23)c(Cl)c1F. Reactants: C1COCCO1, CC(=O)O, Cc1ccccc1, CCOC(C)=O, COc1ccc(C=O)c(Cl)c1F, [F-], Nc1cc(F)cc2[nH]c(=O)ccc12, [NH4+]. RXN SMILES: [CH2:39]1[O:40][CH2:41][CH2:42][O:43][CH2:44]1.[CH3:26][C:27](=[O:28])[OH:29].[CH3:32][c:33]1[cH:34][cH:35][cH:36][cH:37][cH:38]1.[CH3:45][CH2:46][O:47][C:48](=[O:49])[CH3:50].[Cl:14][c:15]1[c:16]([CH:17]=[O:18])[cH:19][cH:20][c:21]([O:24][CH3:25])[c:22]1[F:23].[F-:30].[NH2:1][c:2]1[c:3]2[cH:4][cH:5][c:6](=[O:13])[nH:7][c:8]2[cH:9][c:10]([F:12])[cH:11]1.[NH4+:31]>>[N:1]([c:2]1[c:3]2[cH:4][cH:5][c:6](=[O:13])[nH:7][c:8]2[cH:9][c:10]([F:12])[cH:11]1)=[CH:17][c:16]1[c:15]([Cl:14])[c:22]([F:23])[c:21]([O:24][CH3:25])[cH:20][cH:19]1. The reactants are ClCCl, NCC12CCN(CC1)CC2, O=C(Cl)c1c[nH]c2ccccc12. Yields the product O=C(NCC12CCN(CC1)CC2)c1c[nH]c2ccccc12. RXN SMILES: [CH2:23]([Cl:24])[Cl:25].[N:13]12[CH2:14][CH2:15][C:16]([CH2:21][NH2:22])([CH2:17][CH2:18]1)[CH2:19][CH2:20]2.[nH:1]1[cH:2][c:3]([C:10](=[O:11])[Cl:12])[c:4]2[cH:5][cH:6][cH:7][cH:8][c:9]12>>[nH:1]1[cH:2][c:3]([C:10](=[O:11])[NH:22][CH2:21][C:16]23[CH2:15][CH2:14][N:13]([CH2:18][CH2:17]2)[CH2:20][CH2:19]3)[c:4]2[cH:5][cH:6][cH:7][cH:8][c:9]12. The reactants are CC(=O)O[BH-](OC(C)=O)OC(C)=O, C1CCOC1, CCC(=O)CC, CCOC(C)=O, Cc1c(Cl)cnc(N)c1N, O=C(O)C(F)(F)F, [Na+]. The product is CCC(CC)Nc1c(N)ncc(Cl)c1C. Reaction SMILES: [C:17]([O:18][BH-:19]([O:20][C:21](=[O:22])[CH3:23])[O:24][C:25](=[O:26])[CH3:27])(=[O:28])[CH3:29].[CH2:31]1[O:32][CH2:33][CH2:34][CH2:35]1.[CH3:11][CH2:12][C:13]([CH2:14][CH3:15])=[O:16].[CH3:43][CH2:44][O:45][C:46]([CH3:47])=[O:48].[Cl:1][c:2]1[c:3]([CH3:10])[c:4]([NH2:9])[c:5]([NH2:8])[n:6][cH:7]1.[F:36][C:37]([F:38])([F:39])[C:40]([OH:41])=[O:42].[Na+:30]>>[Cl:1][c:2]1[c:3]([CH3:10])[c:4]([NH:9][CH:13]([CH2:12][CH3:11])[CH2:14][CH3:15])[c:5]([NH2:8])[n:6][cH:7]1. Reactants: Cc1ccc2c(N3CCNCC3)cc(F)cc2n1, CS(=O)(=O)OCCc1cccc([N+](=O)[O-])c1, CN(C)C=O, CCN(C(C)C)C(C)C. The product is Cc1ccc2c(N3CCN(CCc4cccc([N+](=O)[O-])c4)CC3)cc(F)cc2n1. Reaction SMILES: [CH3:10][c:11]1[n:12][c:13]2[cH:14][c:15]([F:27])[cH:16][c:17]([N:21]3[CH2:22][CH2:23][NH:24][CH2:25][CH2:26]3)[c:18]2[cH:19][cH:20]1.[CH3:28][S:29]([O:30][CH2:33][CH2:34][c:35]1[cH:36][c:37]([N+:41](=[O:42])[O-:43])[cH:38][cH:39][cH:40]1)(=[O:31])=[O:32].[CH3:44][N:45]([CH3:46])[CH:47]=[O:48].[CH:1]([N:2]([CH2:3][CH3:4])[CH:5]([CH3:6])[CH3:7])([CH3:8])[CH3:9]>>[CH3:10][c:11]1[n:12][c:13]2[cH:14][c:15]([F:27])[cH:16][c:17]([N:21]3[CH2:22][CH2:23][N:24]([CH2:33][CH2:34][c:35]4[cH:36][c:37]([N+:41](=[O:42])[O-:43])[cH:38][cH:39][cH:40]4)[CH2:25][CH2:26]3)[c:18]2[cH:19][cH:20]1. The reactants are BrC=1C=C(C=C(C1)[N+](=O)[O-])[C@@]1(COCC(N1)=O)C ((R)-5-(3-Bromo-5-nitro-phenyl)-5-methyl-morpholin-3-one), COC=1C=CC(=CC1)P2(=S)SP(=S)(S2)C=3C=CC(=CC3)OC (Lawesson's reagent). Product: BrC=1C=C(C=C(C1)[N+](=O)[O-])[C@@]1(COCC(N1)=S)C ((R)-5-(3-Bromo-5-nitro-phenyl)-5-methyl-morpholine-3-thione). RXN SMILES: [Br:1][C:2]1[CH:3]=[C:4]([C@@:11]2([CH3:18])[NH:16][C:15](=O)[CH2:14][O:13][CH2:12]2)[CH:5]=[C:6]([N+:8]([O-:10])=[O:9])[CH:7]=1.COC1C=CC(P2(SP(C3C=CC(OC)=CC=3)(=S)S2)=[S:28])=CC=1>>[Br:1][C:2]1[CH:3]=[C:4]([C@@:11]2([CH3:18])[NH:16][C:15](=[S:28])[CH2:14][O:13][CH2:12]2)[CH:5]=[C:6]([N+:8]([O-:10])=[O:9])[CH:7]=1. Procedure details: (R)-5-(3-Bromo-5-nitro-phenyl)-5-methyl-morpholin-3-one (2.60 g, 7.84 mmol) and Lawesson's reagent (2.54 g, 6.27 mmol) were stirred at 80° C. for 2 hrs. Volatiles were removed under reduced pressure and the crude product mixture was purified by automated column chromatography (cyclohexane/ethyl acetate) yielding the title compound as yellow foam. 1H-NMR (360 MHz, DMSO-d6): 11.28 (1H, NH), 8.38 (s, 1H), 8.22 (s, 1H), 8.17 (s, 1H), 4.44 (m, 1H), 4.22 (d, 1H), 3.81 (m, 1H), 1.60 (s, 3H); MS: 331 [(... The reactants are C(#N)NC1=NC(=NC=C1)SC (4-cyanoamino-2-methylthiopyrimidine), C(CC)N (n-propylamine). Solvent: C(C)#N (acetonitrile). The product is C(CC)N=C(NC1=NC(=NC=C1)SC)N (4-(2-propylguanidino)-2-methylthiopyrimidine). As a reaction SMILES: [C:1]([NH:3][C:4]1[CH:9]=[CH:8][N:7]=[C:6]([S:10][CH3:11])[N:5]=1)#[N:2].[CH2:12]([NH2:15])[CH2:13][CH3:14]>C(#N)C>[CH2:12]([N:15]=[C:1]([NH2:2])[NH:3][C:4]1[CH:9]=[CH:8][N:7]=[C:6]([S:10][CH3:11])[N:5]=1)[CH2:13][CH3:14]. Reported procedure: A mixture of 4-cyanoamino-2-methylthiopyrimidine (0.83 g.) and n-propylamine (0.6 ml.) was heated under reflux in acetonitrile (20 ml.) for 1 hour. The solvent was evaporated in vacuo and the residue suspended in dilute aqueous sodium hydroxide. The solid was collected, washed with water and dried to give 4-(2-propylguanidino)-2-methylthiopyrimidine, m.p. 177°-178°. Product: COc1cc(N2CCN(C(=S)SC)CC2)cc(OC)c1OC. Reactants: COc1cc(N2CCN(C(=S)S)CC2)cc(OC)c1OC, CO, [Cl-], [Na+], [Na+], [OH-]. Reaction SMILES: [CH3:1][O:2][c:3]1[cH:4][c:5]([N:13]2[CH2:14][CH2:15][N:16]([C:19](=[S:20])[SH:21])[CH2:17][CH2:18]2)[cH:6][c:7]([O:11][CH3:12])[c:8]1[O:9][CH3:10].[CH3:26][OH:27].[Cl-:25].[Na+:23].[Na+:24].[OH-:22]>>[CH3:1][O:2][c:3]1[cH:4][c:5]([N:13]2[CH2:14][CH2:15][N:16]([C:19](=[S:20])[S:21][CH3:26])[CH2:17][CH2:18]2)[cH:6][c:7]([O:11][CH3:12])[c:8]1[O:9][CH3:10]. Reactants: C([O-])(O)=O.[Na+] (sodium bicarbonate), Cl.ClC=1N=C(NC1CC)C(=O)N[C@@H]1[C@@H](CNCC1)OCC (cis(±)-4-chloro-N-(3-ethoxypiperidin-4-yl)-5-ethyl-1H-imidazole-2-carboxamide hydrochloride). The solvent is C(C)(=O)OCC (Ethyl acetate). Product: ClC1=C(N=C(N1)C(=O)N[C@@H]1[C@@H](CNCC1)OCC)CC (cis(±)-4-{[(5-chloro-4-ethyl-1H-imidazol-2-yl)carbonyl]amino}-3-ethoxypiperidine). RXN SMILES: C(=O)(O)[O-].[Na+].Cl.[Cl:7][C:8]1[N:9]=[C:10]([C:15]([NH:17][C@H:18]2[CH2:23][CH2:22][NH:21][CH2:20][C@H:19]2[O:24][CH2:25][CH3:26])=[O:16])[NH:11][C:12]=1[CH2:13][CH3:14]>C(OCC)(=O)C>[Cl:7][C:8]1[NH:9][C:10]([C:15]([NH:17][C@H:18]2[CH2:23][CH2:22][NH:21][CH2:20][C@H:19]2[O:24][CH2:25][CH3:26])=[O:16])=[N:11][C:12]=1[CH2:13][CH3:14] |f:0.1,2.3|. Procedure: Ethyl acetate and saturated sodium bicarbonate solution were added to cis(±)-4-chloro-N-(3-ethoxypiperidin-4-yl)-5-ethyl-1H-imidazole-2-carboxamide hydrochloride obtained in Example (131a) (0.100 g, 0.296 mmol), and the aqueous layer was extracted with ethyl acetate. Thereafter, drying over anhydrous sodium sulfate gave cis(±)-4-{[(5-chloro-4-ethyl-1H-imidazol-2-yl)carbonyl]amino}-3-ethoxypiperidine. This and 3-{(S)-2-methoxycarbonylpyrrolidine-1-carbonyl}-3-methyl-1H-imidazol-3-ium iodide obtai...